This data is from the Open Reaction Database (ORD), a public repository of structured organic reaction records. The task is: describe an organic reaction: reactants, conditions, products, and yield Reactants: FC(C=1C=C(C(=O)NC=2C=C(C(=O)NN)C=CC2)C=CC1)(F)F (3-(3-trifluoromethylbenzamido)benzhydrazide), ClC1=C(C=CC=C1)N=C=S (2-chlorophenyl isothiocyanate). Solvent: O1CCCC1 (tetrahydrofuran). Run at time 8 hour. Yields the product ClC1=C(C=CC=C1)NC(NNC(C1=CC(=CC=C1)NC(C1=CC(=CC=C1)C(F)(F)F)=O)=O)=S (4-(2-chlorophenyl)-1-[3-(3-trifluoromethylbenzamido)-benzoyl]thiosemicarbazide). The yield is 71.0%. As a reaction SMILES: [F:1][C:2]([F:23])([F:22])[C:3]1[CH:4]=[C:5]([CH:19]=[CH:20][CH:21]=1)[C:6]([NH:8][C:9]1[CH:10]=[C:11]([CH:16]=[CH:17][CH:18]=1)[C:12]([NH:14][NH2:15])=[O:13])=[O:7].[Cl:24][C:25]1[CH:30]=[CH:29][CH:28]=[CH:27][C:26]=1[N:31]=[C:32]=[S:33]>O1CCCC1>[Cl:24][C:25]1[CH:30]=[CH:29][CH:28]=[CH:27][C:26]=1[NH:31][C:32](=[S:33])[NH:15][NH:14][C:12](=[O:13])[C:11]1[CH:16]=[CH:17][CH:18]=[C:9]([NH:8][C:6](=[O:7])[C:5]2[CH:19]=[CH:20][CH:21]=[C:3]([C:2]([F:22])([F:23])[F:1])[CH:4]=2)[CH:10]=1. Procedure details: To 200 mg (0.62 mmol) of 3-(3-trifluoromethylbenzamido)benzhydrazide in 2.5 mL of tetrahydrofuran was added 157 mg (121 μL, 0.93 mmol) of 2-chlorophenyl isothiocyanate. The reaction was stirred at room temperature overnight. After concentration by rotoevaporation, the residue was purified by preparative HPLC to give 219 mg (0.44 mmol, 72% yield) of 4-(2-chlorophenyl)-1-[3-(3-trifluoromethylbenzamido)-benzoyl]thiosemicarbazide. 1H NMR (CDCl3): δ7.28 (d of t, 1H), 7.36 (d of t, 1H), 7.49 (d of d, ... Reactants: COc1cc2nccc(Oc3ccc(N)cc3F)c2cc1OC, Cc1ccccc1, CCO, O=S(Cl)Cl, O=C(Cl)c1ccc(-c2ccccc2)cc1, O=C(N=C=S)c1ccc(-c2ccccc2)cc1, O=C(O)c1ccc(-c2ccccc2)cc1. The product is COc1cc2nccc(Oc3ccc(NC(=S)NC(=O)c4ccc(-c5ccccc5)cc4)cc3F)c2cc1OC. RXN SMILES: [CH3:35][O:36][c:37]1[cH:38][c:39]2[c:40]([O:49][c:50]3[c:51]([F:57])[cH:52][c:53]([NH2:54])[cH:55][cH:56]3)[cH:41][cH:42][n:43][c:44]2[cH:45][c:46]1[O:47][CH3:48].[CH3:75][c:76]1[cH:77][cH:78][cH:79][cH:80][cH:81]1.[CH3:82][CH2:83][OH:84].[S:1]([Cl:2])([Cl:3])=[O:4].[c:20]1(-[c:21]2[cH:22][cH:23][c:24]([C:25]([Cl:26])=[O:27])[cH:28][cH:29]2)[cH:30][cH:31][cH:32][cH:33][cH:34]1.[c:58]1(-[c:64]2[cH:65][cH:66][c:67]([C:70](=[O:71])[N:72]=[C:73]=[S:74])[cH:68][cH:69]2)[cH:59][cH:60][cH:61][cH:62][cH:63]1.[c:5]1(-[c:6]2[cH:7][cH:8][c:9]([C:10]([OH:11])=[O:12])[cH:13][cH:14]2)[cH:15][cH:16][cH:17][cH:18][cH:19]1>>[CH3:35][O:36][c:37]1[cH:38][c:39]2[c:40]([O:49][c:50]3[c:51]([F:57])[cH:52][c:53]([NH:54][C:73]([NH:72][C:70]([c:67]4[cH:66][cH:65][c:64](-[c:58]5[cH:59][cH:60][cH:61][cH:62][cH:63]5)[cH:69][cH:68]4)=[O:71])=[S:74])[cH:55][cH:56]3)[cH:41][cH:42][n:43][c:44]2[cH:45][c:46]1[O:47][CH3:48]. Starting materials: CI, CC#N, CN1CCC23c4c5ccc(O)c4OC2C(=O)CCC3(OCCCc2ccccc2)C1C5. The product is [I-], C[N+]1(C)CCC23c4c5ccc(O)c4OC2C(=O)CCC3(OCCCc2ccccc2)C1C5. RXN SMILES: [CH3:32][I:33].[CH3:34][C:35]#[N:36].[O:1]1[c:2]2[c:3]([OH:31])[cH:4][cH:5][c:6]3[c:15]2[C:14]24[C:9]([O:21][CH2:22][CH2:23][CH2:24][c:25]5[cH:26][cH:27][cH:28][cH:29][cH:30]5)([CH:8]([CH2:7]3)[N:18]([CH3:19])[CH2:17][CH2:16]2)[CH2:10][CH2:11][C:12](=[O:20])[CH:13]14>>[I-:33].[O:1]1[c:2]2[c:3]([OH:31])[cH:4][cH:5][c:6]3[c:15]2[C:14]24[C:9]([O:21][CH2:22][CH2:23][CH2:24][c:25]5[cH:26][cH:27][cH:28][cH:29][cH:30]5)([CH:8]([CH2:7]3)[N+:18]([CH3:19])([CH3:32])[CH2:17][CH2:16]2)[CH2:10][CH2:11][C:12](=[O:20])[CH:13]14. Reactants: CCO, [Cl-], [Fe], O=C(c1ccc([N+](=O)[O-])cc1)N1CCSCC1, [NH4+], O. Product: Nc1ccc(C(=O)N2CCSCC2)cc1. As a reaction SMILES: [CH3:20][CH2:21][OH:22].[Cl-:18].[Fe:24].[N+:1]([O-:2])(=[O:3])[c:4]1[cH:5][cH:6][c:7]([C:8](=[O:9])[N:10]2[CH2:11][CH2:12][S:13][CH2:14][CH2:15]2)[cH:16][cH:17]1.[NH4+:19].[OH2:23]>>[NH2:1][c:4]1[cH:5][cH:6][c:7]([C:8](=[O:9])[N:10]2[CH2:11][CH2:12][S:13][CH2:14][CH2:15]2)[cH:16][cH:17]1.